This data is from the Open Reaction Database (ORD), a public repository of structured organic reaction records. The task is: describe an organic reaction: reactants, conditions, products, and yield Reactants: O=C(c1ccc(Br)cn1)C1CCNC1, CC(=O)O[BH-](OC(C)=O)OC(C)=O, C=O, CC(=O)O, CO, [Na+]. Yields the product CN1CCC(C(=O)c2ccc(Br)cn2)C1. RXN SMILES: [Br:1][c:2]1[cH:3][cH:4][c:5]([C:8](=[O:9])[CH:10]2[CH2:11][NH:12][CH2:13][CH2:14]2)[n:6][cH:7]1.[C:21]([O:22][BH-:23]([O:24][C:25](=[O:26])[CH3:27])[O:28][C:29](=[O:30])[CH3:31])(=[O:32])[CH3:33].[CH2:19]=[O:20].[CH3:15][C:16](=[O:17])[OH:18].[CH3:35][OH:36].[Na+:34]>>[Br:1][c:2]1[cH:3][cH:4][c:5]([C:8](=[O:9])[CH:10]2[CH2:11][N:12]([CH3:15])[CH2:13][CH2:14]2)[n:6][cH:7]1. Reactants: C(CCCCCCCCCCCCCCCCC)OCCCO (3-(Octadecyloxy)propanol), BrCCCCCCBr (1,6-dibromohexane), aqueous solution, [OH-].[Na+] (sodium hydroxide). The reagents and catalysts are [Cl-].C(CCCCCCCCCCCCCCC)[N+](C)(C)C (cetyltrimethylammonium chloride). The solvent is C1(=CC=CC=C1)C (toluene). Reaction conditions: temperature 80 celsius, time 7 hour. Yields the product BrCCCCCCOCCCOCCCCCCCCCCCCCCCCCC (1-bromo-6-[3-(octadecyloxy)propoxy]hexane). Yield: 32.6%. Reaction SMILES: [CH2:1]([O:19][CH2:20][CH2:21][CH2:22][OH:23])[CH2:2][CH2:3][CH2:4][CH2:5][CH2:6][CH2:7][CH2:8][CH2:9][CH2:10][CH2:11][CH2:12][CH2:13][CH2:14][CH2:15][CH2:16][CH2:17][CH3:18].[Br:24][CH2:25][CH2:26][CH2:27][CH2:28][CH2:29][CH2:30]Br.[OH-].[Na+]>[Cl-].C([N+](C)(C)C)CCCCCCCCCCCCCCC.C1(C)C=CC=CC=1>[Br:24][CH2:25][CH2:26][CH2:27][CH2:28][CH2:29][CH2:30][O:23][CH2:22][CH2:21][CH2:20][O:19][CH2:1][CH2:2][CH2:3][CH2:4][CH2:5][CH2:6][CH2:7][CH2:8][CH2:9][CH2:10][CH2:11][CH2:12][CH2:13][CH2:14][CH2:15][CH2:16][CH2:17][CH3:18] |f:2.3,4.5|. Procedure: 3-(Octadecyloxy)propanol (5.0 g), 1,6-dibromohexane (11.1 g) and cetyltrimethylammonium chloride (0.97 g) are added to toluene (60 ml). To the mixture is added a 50% aqueous solution of sodium hydroxide (12.2 g), and the resulting mixture is stirred at 80° C. for 7 hours. After the reaction, the organic layer is separated, and the aqueous layer is subjected to extraction with n-hexane. The organic layers are combined, washed with dilute hydrochloric acid, dried and concentrated. The residue is s... Starting materials: C1(=CC=CC=C1)[Bi](C1=CC=CC=C1)C1=CC=CC=C1 (Triphenyl bismuthine), C(C(=C)C)(=O)O (methacrylic acid), C(C)(C)(C)OO (tert-butyl hydroperoxide). The solvent is C(C)OCC (diethyl ether). Conditions: time 20 hour. Product: C(C(=C)C)(=O)[O-].C1(=CC=CC=C1)[Bi+2](C1=CC=CC=C1)C1=CC=CC=C1.C(C(=C)C)(=O)[O-] (TRIPHENYL BISMUTH (V) METHACRYLATE). As a reaction SMILES: [C:1]1([Bi:7]([C:14]2[CH:19]=[CH:18][CH:17]=[CH:16][CH:15]=2)[C:8]2[CH:13]=[CH:12][CH:11]=[CH:10][CH:9]=2)[CH:6]=[CH:5][CH:4]=[CH:3][CH:2]=1.[C:20]([OH:25])(=[O:24])[C:21]([CH3:23])=[CH2:22].C(OO)(C)(C)C>C(OCC)C>[C:20]([O-:25])(=[O:24])[C:21]([CH3:23])=[CH2:22].[C:14]1([Bi+2:7]([C:1]2[CH:2]=[CH:3][CH:4]=[CH:5][CH:6]=2)[C:8]2[CH:13]=[CH:12][CH:11]=[CH:10][CH:9]=2)[CH:15]=[CH:16][CH:17]=[CH:18][CH:19]=1.[C:20]([O-:25])(=[O:24])[C:21]([CH3:23])=[CH2:22] |f:4.5.6|. Reported procedure: The general method as outlined by V. A. Dodonov, A. V. Gustichin and T. G. Brilkina (Zh. Obsch. Khim 55, 1(73) 1985) was followed for the preparation of this compound. The details of a typical preparation are: Triphenyl bismuthine (4.4 g, 0.01 mol.), methacrylic acid (1.97 g) (0.02 mol), tert-butyl hydroperoxide (1.39 g) were mixed with 20 ml of diethyl ether in a round bottom flask. The contents were stirred overnight (20 hr) at ambient temperature. The volatile matter was then removed in vacuo... Starting materials: C(C)OC(=O)C=1C=NC2=C(C=CC=C2C1NC(C)C)OC (4-isopropylamino-8-methoxy-quinoline-3-carboxylic acid ethyl ester), C(C)(C)N=C=O (isopropyl isocyanate). Product: C(C)(C)N1C(N(C(C=2C=NC=3C(=CC=CC3C21)OC)=O)C(C)C)=O (1,3-Diisopropyl-7-methoxy-1H-pyrimido[5,4-c]quinoline-2,4-dione). Yield: 32.1%. As a reaction SMILES: C(O[C:4]([C:6]1[CH:7]=[N:8][C:9]2[C:14]([C:15]=1[NH:16][CH:17]([CH3:19])[CH3:18])=[CH:13][CH:12]=[CH:11][C:10]=2[O:20][CH3:21])=[O:5])C.[CH:22]([N:25]=[C:26]=[O:27])([CH3:24])[CH3:23]>>[CH:17]([N:16]1[C:15]2[C:14]3[CH:13]=[CH:12][CH:11]=[C:10]([O:20][CH3:21])[C:9]=3[N:8]=[CH:7][C:6]=2[C:4](=[O:5])[N:25]([CH:22]([CH3:24])[CH3:23])[C:26]1=[O:27])([CH3:18])[CH3:19]. Procedure: 1,3-Diisopropyl-7-methoxy-1H-pyrimido[5,4-c]quinoline-2,4-dione (21 mg) was prepared from 4-isopropylamino-8-methoxy-quinoline-3-carboxylic acid ethyl ester (59.6 mg, 0.20 mmol) and isopropyl isocyanate (1.0 mmol) following general procedure C. LCMS: m/z 328 [M+1]+. Reaction conditions: time 4 hour. RXN SMILES: [NH:1]([C:3]1[N:4]=[N:5][C:6]([C:9]2[CH:14]=[CH:13][C:12]([O:15][CH3:16])=[C:11]([O:17][CH:18]([CH3:20])[CH3:19])[CH:10]=2)=[CH:7][CH:8]=1)N.[H][H]>CO.[Ni]>[NH2:1][C:3]1[N:4]=[N:5][C:6]([C:9]2[CH:14]=[CH:13][C:12]([O:15][CH3:16])=[C:11]([O:17][CH:18]([CH3:20])[CH3:19])[CH:10]=2)=[CH:7][CH:8]=1. Product: NC=1N=NC(=CC1)C1=CC(=C(C=C1)OC)OC(C)C (3-amino-6-[4-methoxy-3-(1-methylethoxy)phenyl]pyridazine). Procedure details: 10 g (36 mmol) of 3-hydrazino-6-[4-methoxy-3-(1-methylethoxy)phenyl]pyridazine are hydrogenated in 100 ml of methanol in the presence of 1 g of Raney nickel with hydrogen under atmospheric pressure at room temperature while stirring efficiently. Starting material is no longer detectable after 4 hours. The solution is filtered to remove catalyst and concentrated in vacuo, and the residue is crystallized from isopropanol/cyclohexane. 4.3 g (46%) of 3-amino-6-[4-methoxy-3-(1-methylethoxy)phenyl]pyr... The yield is 46.1%. Reactants: N(N)C=1N=NC(=CC1)C1=CC(=C(C=C1)OC)OC(C)C (3-hydrazino-6-[4-methoxy-3-(1-methylethoxy)phenyl]pyridazine), [H][H] (hydrogen). Run in CO (methanol). The reagents and catalysts are [Ni] (Raney nickel). The reactants are ice, [OH-].[Na+] (sodium hydroxide), COC([C@H]1N(CCC1)C(CN(C1CC2=CC=CC=C2C1)C([C@@H](NP(=O)(CC1=CC=CC=C1)CC1=CC=CC=C1)C)=O)=O)=O (Dibenzylphosphoryl-L-alanyl-N-(2-indanyl)glycyl-L-proline methylester). Run in O (water), CC(=O)C (acetone), O (water). Conditions: time 1 hour. Product: C(C1=CC=CC=C1)P(=O)(CC1=CC=CC=C1)N[C@@H](C)C(=O)N(CC(=O)N1[C@H](C(=O)O)CCC1)C1CC2=CC=CC=C2C1 (dibenzylphosphoryl-L-alanyl-N-(2-indanyl)glycyl-L-proline). The yield is 99.8%. As a reaction SMILES: C[O:2][C:3](=[O:43])[C@@H:4]1[CH2:8][CH2:7][CH2:6][N:5]1[C:9](=[O:42])[CH2:10][N:11]([C:21](=[O:41])[C@H:22]([CH3:40])[NH:23][P:24]([CH2:33][C:34]1[CH:39]=[CH:38][CH:37]=[CH:36][CH:35]=1)([CH2:26][C:27]1[CH:32]=[CH:31][CH:30]=[CH:29][CH:28]=1)=[O:25])[CH:12]1[CH2:20][C:19]2[C:14](=[CH:15][CH:16]=[CH:17][CH:18]=2)[CH2:13]1.[OH-].[Na+]>CC(C)=O.O>[CH2:26]([P:24]([NH:23][C@H:22]([C:21]([N:11]([CH:12]1[CH2:13][C:14]2[C:19](=[CH:18][CH:17]=[CH:16][CH:15]=2)[CH2:20]1)[CH2:10][C:9]([N:5]1[CH2:6][CH2:7][CH2:8][C@H:4]1[C:3]([OH:43])=[O:2])=[O:42])=[O:41])[CH3:40])([CH2:33][C:34]1[CH:35]=[CH:36][CH:37]=[CH:38][CH:39]=1)=[O:25])[C:27]1[CH:32]=[CH:31][CH:30]=[CH:29][CH:28]=1 |f:1.2|. Procedure: Dibenzylphosphoryl-L-alanyl-N-(2-indanyl)glycyl-L-proline methylester (0.79 g, 1.2 m mole) was dissolved in acetone (5 ml), and sodium hydroxide (0.15 g, 3.8 m mole) in water (4 ml) solution was added thereto while cooling in the ice bath. The mixture was stirred for 1 hour. To this solution water (100 ml) was added, and thereafter this thus formed solution was washed with ethyl ether (50 ml). the ether washed solution was neutralized with 1N hydrochloric acid, and therefrom the desired product ... Reactants: Cl.C(C)(=O)OC=1C=C(NC2=NC=NC3=CC(=C(C=C23)OC)O)C=CC1C (4-(3-acetoxy-4-methylanilino)-7-hydroxy-6-methoxyquinazoline hydrochloride), Cl.ClCC1=NC=CC=C1 (2-(chloromethyl)pyridine hydrochloride). The product is C(C)(=O)OC=1C=C(NC2=NC=NC3=CC(=C(C=C23)OC)OCC2=NC=CC=C2)C=CC1C (4-(3-acetoxy-4-methylanilino)-6-methoxy-7-(2-pyridylmethoxy)quinazoline). The yield is 39.5%. RXN SMILES: Cl.[C:2]([O:5][C:6]1[CH:7]=[C:8]([CH:23]=[CH:24][C:25]=1[CH3:26])[NH:9][C:10]1[C:19]2[C:14](=[CH:15][C:16]([OH:22])=[C:17]([O:20][CH3:21])[CH:18]=2)[N:13]=[CH:12][N:11]=1)(=[O:4])[CH3:3].Cl.Cl[CH2:29][C:30]1[CH:35]=[CH:34][CH:33]=[CH:32][N:31]=1>>[C:2]([O:5][C:6]1[CH:7]=[C:8]([CH:23]=[CH:24][C:25]=1[CH3:26])[NH:9][C:10]1[C:19]2[C:14](=[CH:15][C:16]([O:22][CH2:29][C:30]3[CH:35]=[CH:34][CH:33]=[CH:32][N:31]=3)=[C:17]([O:20][CH3:21])[CH:18]=2)[N:13]=[CH:12][N:11]=1)(=[O:4])[CH3:3] |f:0.1,2.3|. Procedure: Using an analogous procedure to that described for the starting material in Example 1, 4-(3-acetoxy-4-methylanilino)-7-hydroxy-6-methoxyquinazoline hydrochloride (376 mg) was reacted with 2-(chloromethyl)pyridine hydrochloride (328 mg) to give 4-(3-acetoxy-4-methylanilino)-6-methoxy-7-(2-pyridylmethoxy)quinazoline (170 mg, 40%). The reactants are NC1=CC(=C(OC=2C=C(C(N(N2)C)=O)C(C)C)C(=C1)Cl)Cl (6-(4-Amino-2,6-dichloro-phenoxy)-4-isopropyl-2-methyl-2H-pyridazin-3-one), N(=O)[O-].[Na+] (sodium nitrite), C(C)(=O)[O-].[Na+] (sodium acetate), C(#N)CC(=O)NC(=O)OCC (N-cyanoacetylurethane). Solvent: C(C)(=O)O (acetic acid), Cl (hydrochloric acid), O (water), O (water), O (water). Reaction conditions: temperature 7.5 celsius, time 30 minute. The product is C(C)OC(NC(C(=NNC1=CC(=C(C(=C1)Cl)OC1=NN(C(C(=C1)C(C)C)=O)C)Cl)C#N)=O)=O ((2-Cyano-2-{[3,5-dichloro-4-(5-isopropyl-1-methyl-6-oxo-1,6-dihydro-pyridazin-3-yloxy)-phenyl]-hydrazono}-acetyl)-carbamic acid ethyl ester). The yield is 99.7%. Reaction SMILES: [NH2:1][C:2]1[CH:19]=[C:18]([Cl:20])[C:5]([O:6][C:7]2[CH:8]=[C:9]([CH:15]([CH3:17])[CH3:16])[C:10](=[O:14])[N:11]([CH3:13])[N:12]=2)=[C:4]([Cl:21])[CH:3]=1.[N:22]([O-])=O.[Na+].[C:26]([CH2:28][C:29]([NH:31][C:32]([O:34][CH2:35][CH3:36])=[O:33])=[O:30])#[N:27].C([O-])(=O)C.[Na+]>C(O)(=O)C.Cl.O>[CH2:35]([O:34][C:32](=[O:33])[NH:31][C:29](=[O:30])[C:28]([C:26]#[N:27])=[N:22][NH:1][C:2]1[CH:19]=[C:18]([Cl:20])[C:5]([O:6][C:7]2[CH:8]=[C:9]([CH:15]([CH3:16])[CH3:17])[C:10](=[O:14])[N:11]([CH3:13])[N:12]=2)=[C:4]([Cl:21])[CH:3]=1)[CH3:36] |f:1.2,4.5|. Reported procedure: A mixture of 6-(4-amino-2,6-dichloro-phenoxy)-4-isopropyl-2-methyl-2H-pyridazin-3-one (67) (10 g, 30.47 mmol) in glacial acetic acid (60 mL) and concentrated hydrochloric acid (9.06 mL) cooled to 5-10° C. was treated dropwise with a solution of sodium nitrite (2.3 g, 32.3 mmol) in water (6 mL). The reaction was stirred at 5-10° C. for 30 min. At this time, the reaction was treated with N-cyanoacetylurethane (5.34 g, 33.52 mmol) followed by a solution of sodium acetate (7.5 g, 91.41 mmol) in wate... The reactants are C1=CC=C(C=C1)NC2=C(C=C(C=C2)S(=O)(=O)NC3=CC=CC=C3)[N+](=O)[O-] (C.I. Disperse Yellow 42), C1=CC(=C2C(=C1N)C(=O)C3=C(C2=O)C(=C(C=C3O)Br)N)O (C.I. Disperse Blue 56), C1=CC=C(C=C1)NC2=C3C(=C(C=C2)[OH2+])C(=O)C4=C(C=CC(=C4C3=O)[N+](=O)[O-])[O-] (C.I. Disperse Blue 77). Yields the product CCOC1=CC=C(C=C1)NC2=C(C=C(C=C2)S(=O)(=O)N(C)C)[N+](=O)[O-] (C.I. Disperse Yellow 86). As a reaction SMILES: [CH:1]1[CH:6]=[CH:5][C:4]([NH:7][C:8]2[CH:13]=[CH:12][C:11]([S:14]([NH:17][C:18]3C=CC=CC=3)(=[O:16])=[O:15])=[CH:10][C:9]=2[N+:24]([O-:26])=[O:25])=[CH:3][CH:2]=1.C1C(N)=[C:31]2[C:34](C3C(O)=CC(Br)=C(N)C=3C(=O)C2=C(O)C=1)=[O:35].[CH:48]1C=CC(NC2C=CC([OH2+])=C3C(C4C(C(=O)C=23)=C([N+]([O-])=O)C=CC=4[O-])=O)=CC=1>>[CH3:31][CH2:34][O:35][C:1]1[CH:6]=[CH:5][C:4]([NH:7][C:8]2[CH:13]=[CH:12][C:11]([S:14]([N:17]([CH3:48])[CH3:18])(=[O:16])=[O:15])=[CH:10][C:9]=2[N+:24]([O-:26])=[O:25])=[CH:3][CH:2]=1. Reported procedure: 0.185 % C.I. Disperse Yellow 42; 0.122 % C.I. Disperse Red 91; 0.05 % C.I. Disperse Blue 56; 0.44 % C.I. Disperse Blue 77; and 3.5 % of the dispersion of the dispersion of Example 11 above. Starting materials: C(C)O (ethanol), [H][H] (hydrogen), CC1=CNC2=C(C(=CC=C12)[N+](=O)[O-])CC (3-methyl-6-nitro-7-ethylindole). The reagents and catalysts are [Fe] (iron). Run in C(C)(=O)O (acetic acid). Run at temperature 90 celsius. The product is CC1=CNC2=C(C(=CC=C12)N)CC (3-Methyl-6-Amino-7-Ethylindole). RXN SMILES: C(O)C.[H][H].[CH3:6][C:7]1[C:15]2[C:10](=[C:11]([CH2:19][CH3:20])[C:12]([N+:16]([O-])=O)=[CH:13][CH:14]=2)[NH:9][CH:8]=1>[Fe].C(O)(=O)C>[CH3:6][C:7]1[C:15]2[C:10](=[C:11]([CH2:19][CH3:20])[C:12]([NH2:16])=[CH:13][CH:14]=2)[NH:9][CH:8]=1. Procedure: A mixture of 0.5 l of 96° ethanol, 0.5 l of glacial acetic acid and 100 g of hydrogen-reduced pure iron is heated to 90° C. 51 g of 3-methyl-6-nitro-7-ethylindole are added in portions over 15 minutes.